From a dataset of the Open Reaction Database (ORD), a public repository of structured organic reaction records. describe an organic reaction: reactants, conditions, products, and yield Starting materials: COC=1C=C2C(C(C3=C(OC4(CCNCC4)CS3)C2=CC1)=O)=O (8-methoxyspiro[naphtho[1,2-b][1,4]oxathiine-2,4′-piperidine]-5,6-dione), C(C)(C)(C)C1=CC=C(OC[C@@H]2OC2)C=C1 ((2R)-2-[(4-tert-butylphenoxy)methyl]oxirane). Product: C(C)(C)(C)C1=CC=C(OC[C@@H](CN2CCC3(CC2)CSC2=C(O3)C3=CC=C(C=C3C(C2=O)=O)OC)O)C=C1 (1′-[(2R)-3-(4-tert-butylphenoxy)-2-hydroxypropyl]-8-methoxyspiro[naphtho[1,2-b][1,4]oxathiine-2,4′-piperidine]-5,6-dione). Reaction SMILES: [CH3:1][O:2][C:3]1[CH:4]=[C:5]2[C:19](=[CH:20][CH:21]=1)[C:9]1[O:10][C:11]3([CH2:17][S:18][C:8]=1[C:7](=[O:22])[C:6]2=[O:23])[CH2:16][CH2:15][NH:14][CH2:13][CH2:12]3.[C:24]([C:28]1[CH:38]=[CH:37][C:31]([O:32][CH2:33][C@H:34]2[CH2:36][O:35]2)=[CH:30][CH:29]=1)([CH3:27])([CH3:26])[CH3:25]>>[C:24]([C:28]1[CH:38]=[CH:37][C:31]([O:32][CH2:33][C@H:34]([OH:35])[CH2:36][N:14]2[CH2:15][CH2:16][C:11]3([O:10][C:9]4[C:19]5[C:5]([C:6](=[O:23])[C:7](=[O:22])[C:8]=4[S:18][CH2:17]3)=[CH:4][C:3]([O:2][CH3:1])=[CH:21][CH:20]=5)[CH2:12][CH2:13]2)=[CH:30][CH:29]=1)([CH3:25])([CH3:26])[CH3:27]. Reported procedure: Compound 201 was synthesized using 8-methoxyspiro[naphtho[1,2-b][1,4]oxathiine-2,4′-piperidine]-5,6-dione, (2R)-2-[(4-tert-butylphenoxy)methyl]oxirane and conditions outlined in procedure Y. M.p.=188-190° C.; 400 MHz 1H NMR (DMSO-d6) δ: 7.73 (d, J=8.6 Hz, 1H), 7.38 (d, J=7.6 Hz, 1H), 7.34 (d, J=2.8 Hz, 1H), 7.31 (d, J=3.0 Hz, 1H), 7.28 (d, J=8.0 Hz, 2H), 6.85 (d, J=9.0 Hz, 1H), 4.86 (d, J=4.7 Hz, 1H), 4.00-3.81 (m, 1H), 3.87 (s, 3H), 3.05 (s, 2H), 2.86-2.73 (m, 2H), 2.54-2.38 (m, 2H), 2.02-1.95 ...